Dataset: the Open Reaction Database (ORD), a public repository of structured organic reaction records. Task: describe an organic reaction: reactants, conditions, products, and yield Starting materials: O (water), C[Si](Cl)(C)C (trimethylchlorosilane), CN(C[C@@H]([C@H](CC)C=1C=C(C=CC1)O)OC)C ((1R,2R)-3-(3-dimethylamino-1-ethyl-2-methoxypropyl)-phenol). The solvent is CC(CC)=O (2-butanone). Reaction conditions: temperature 22.5 celsius, time 4 hour. Yields the product Cl.CN(C[C@@H]([C@H](CC)C=1C=C(C=CC1)O)OC)C ((1R,2R)-3-(3-dimethylamino-1-ethyl-2-methoxypropyl)-phenol hydrochloride). RXN SMILES: [CH3:1][N:2]([CH3:17])[CH2:3][C@H:4]([O:15][CH3:16])[C@@H:5]([C:8]1[CH:9]=[C:10]([OH:14])[CH:11]=[CH:12][CH:13]=1)[CH2:6][CH3:7].O.C[Si](C)(C)[Cl:21]>CC(=O)CC>[ClH:21].[CH3:17][N:2]([CH3:1])[CH2:3][C@H:4]([O:15][CH3:16])[C@@H:5]([C:8]1[CH:9]=[C:10]([OH:14])[CH:11]=[CH:12][CH:13]=1)[CH2:6][CH3:7] |f:4.5|. Procedure details: Part of the oil obtained in Example 6 is dissolved in 2-butanone (40 mL) at the temperature of 20-25° C. The following are added: purified water (0.3 mL, 0.0167 moles), trimethylchlorosilane (1.2 g). The hydrochloride product precipitates and the suspension is maintained under stirring for 4 hours at the temperature of 20-25° C. Finally, the solid is filtered, and this is dried under vacuum at 30-40° C. The reactants are C1CCC2=NCCCN2CC1 (DBU), OCC=1C=CC(=NC1)C(CC(C)C)=O (5-hydroxymethyl-2-(3-methyl-butyryl)-pyridine), C1(=CC=CC=C1)P(=O)(C1=CC=CC=C1)N=[N+]=[N-] (diphenylphosphorylazide). Solvent: C1(=CC=CC=C1)C (toluene), CCOC(=O)C (EtOAc), O (water). Reaction conditions: temperature 0 celsius, time 30 minute. Yields the product N(=[N+]=[N-])CC=1C=CC(=NC1)C(CC(C)C)=O (5-Azidomethyl-2-(3-methyl-butyryl)-pyridine). Yield: 106.6%. Reaction SMILES: C1CCN2C(=NCCC2)CC1.O[CH2:13][C:14]1[CH:15]=[CH:16][C:17]([C:20](=[O:25])[CH2:21][CH:22]([CH3:24])[CH3:23])=[N:18][CH:19]=1.C1(P([N:40]=[N+:41]=[N-:42])(C2C=CC=CC=2)=O)C=CC=CC=1>C1(C)C=CC=CC=1.CCOC(C)=O.O>[N:40]([CH2:13][C:14]1[CH:15]=[CH:16][C:17]([C:20](=[O:25])[CH2:21][CH:22]([CH3:24])[CH3:23])=[N:18][CH:19]=1)=[N+:41]=[N-:42]. Reported procedure: Add DBU (240 mg, 1.55 mmol) to a solution of 5-hydroxymethyl-2-(3-methyl-butyryl)-pyridine (250 mg, 1.29 mmol) and diphenylphosphorylazide (430 mg, 1.55 mmol) in anhydrous toluene (10 mL) at 0° C. Stir at 0° C. for 30 min, warm to room temperature and stir for 4 h. Dilute with EtOAc and water. Extract the aqueous phase twice with EtOAc. Dry the combined organic extracts over Na2SO4, filter and concentrate in vacuo. Purify the crude mixture by chromatography on silica gel eluting with hexane and ...